From a dataset of the Open Reaction Database (ORD), a public repository of structured organic reaction records. describe an organic reaction: reactants, conditions, products, and yield Product: OCCOc1ccc(Br)cc1. Starting materials: OCCBr, Oc1ccc(Br)cc1, O=C([O-])[O-], [K+], [K+], CN(C)C=O, O. RXN SMILES: [Br:15][CH2:16][CH2:17][OH:18].[Br:1][c:2]1[cH:3][cH:4][c:5]([OH:8])[cH:6][cH:7]1.[C:9](=[O:10])([O-:11])[O-:12].[K+:13].[K+:14].[O:20]=[CH:21][N:22]([CH3:23])[CH3:24].[OH2:19]>>[Br:1][c:2]1[cH:3][cH:4][c:5]([O:8][CH2:16][CH2:17][OH:18])[cH:6][cH:7]1. As a reaction SMILES: C(OC([N:8]1[CH2:14][CH2:13][C:12]2[CH:15]=[C:16]([O:19][CH2:20][C:21]3[CH:26]=[CH:25][CH:24]=[CH:23][CH:22]=3)[CH:17]=[CH:18][C:11]=2[CH2:10][CH2:9]1)=O)(C)(C)C.FC(F)(F)C(O)=O>ClCCl>[CH2:20]([O:19][C:16]1[CH:17]=[CH:18][C:11]2[CH2:10][CH2:9][NH:8][CH2:14][CH2:13][C:12]=2[CH:15]=1)[C:21]1[CH:22]=[CH:23][CH:24]=[CH:25][CH:26]=1. Run at time 2 hour. Product: C(C1=CC=CC=C1)OC1=CC2=C(CCNCC2)C=C1 (7-Benzyloxy-1,2,4,5-tetrahydro-benzo[d]azepine). The yield is 92.4%. The reactants are C(C)(C)(C)OC(=O)N1CCC2=C(CC1)C=C(C=C2)OCC2=CC=CC=C2 (7-Benzyloxy-1,2,4,5-tetrahydro-benzo[d]azepine-3-carboxylic acid tert-butyl ester), FC(C(=O)O)(F)F (trifluoroacetic acid). Procedure: 7-Benzyloxy-1,2,4,5-tetrahydro-benzo[d]azepine-3-carboxylic acid tert-butyl ester (D1) (1.06 g, 3 mmol) was dissolved in dichloromethane (15 ml) and treated with trifluoroacetic acid (15 ml). The solution was stirred at room temperature for 2 hours, concentrated in vacuo and then twice co-evaporating with dichloromethane. The residue was dissolved in methanol and applied to a SCX ion exchange column (Varian bond-elute, 10 g) and washed with methanol and then a mixture of 0.880 ammonia/methanol. ... Run in ClCCl (dichloromethane). Reactants: Formula II, CN(C1=CC=C(C=C1)C(=O)C1=C(C(=O)O)C=C(C=C1)N(C)C)C (2-(4-dimethylaminophenyl)carbonyl-5-dimethylaminobenzoic acid), S(=O)(Cl)Cl (thionyl chloride), CO (methyl alcohol), N1=CC=CC=C1 (pyridine). Run in C(CCl)Cl (ethylene dichloride). Product: COC1(OC(=O)C2=CC(=CC=C12)N(C)C)C1=CC=C(C=C1)N(C)C (3-methoxy-3-(4-dimethylaminophenyl)-6-dimethylaminophthalide). Reaction SMILES: [CH3:1][N:2]([CH3:23])[C:3]1[CH:8]=[CH:7][C:6]([C:9]([C:11]2[CH:19]=[CH:18][C:17]([N:20]([CH3:22])[CH3:21])=[CH:16][C:12]=2[C:13]([OH:15])=[O:14])=[O:10])=[CH:5][CH:4]=1.S(Cl)(Cl)=O.CO.N1C=CC=C[CH:31]=1>C(Cl)CCl>[CH3:31][O:10][C:9]1([C:6]2[CH:5]=[CH:4][C:3]([N:2]([CH3:23])[CH3:1])=[CH:8][CH:7]=2)[C:11]2[C:12](=[CH:16][C:17]([N:20]([CH3:22])[CH3:21])=[CH:18][CH:19]=2)[C:13](=[O:15])[O:14]1. Procedure details: In a manner similar to that described in Example 1 above, 5.2 g of 2-(4-dimethylaminophenyl)carbonyl-5-dimethylaminobenzoic acid, 1.2 ml of thionyl chloride and 5.0 ml of methyl alcohol were interacted in 30.0 ml of ethylene dichloride in the presence of 1.3 ml of pyridine at ambient temperature overnight to obtain 4.5 g of 3-methoxy-3-(4-dimethylaminophenyl)-6-dimethylaminophthalide (Formula II: R0 =R=R2 =R5 =H; R1 =N(CH3)2 ; R4 =R4' =Y=CH3 ; X=O), a pale green-colored solid which melted over t... Starting materials: BrC1=CC(=C(C=C1)Cl)CC1=CC=C(C=C1)CCCOC1CC1 (4-bromo-1-chloro-2-(4-(3-cyclopropoxypropyl)benzyl)benzene), [Li]CCCC (n-BuLi), C[Si](O[C@H]1C(O[C@@H]([C@H]([C@@H]1O[Si](C)(C)C)O[Si](C)(C)C)CO[Si](C)(C)C)=O)(C)C ((3R,4S,5R,6R)-3,4,5-tris(trimethylsilyloxy)-6-((trimethylsilyloxy)methyl)tetrahydro-2H-pyran-2-one), CS(=O)(=O)O (methanesulfonic acid). Run in C1(=CC=CC=C1)C.C1CCOC1 (toluene THF), C1(=CC=CC=C1)C (toluene), CO (methanol). Conditions: temperature -65 celsius, time 30 minute. Product: ClC1=C(C=C(C=C1)C1(O[C@@H]([C@H]([C@@H]([C@H]1O)O)O)CO)OC)CC1=CC=C(C=C1)CCCOC1CC1 ((3R,4S,5S,6R)-2-(4-chloro-3-(4-(3-cyclopropoxypropyl)benzyl)phenyl)-6-(hydroxymethyl)-2-methoxytetrahydro-2H-pyran-3,4,5-triol). RXN SMILES: Br[C:2]1[CH:7]=[CH:6][C:5]([Cl:8])=[C:4]([CH2:9][C:10]2[CH:15]=[CH:14][C:13]([CH2:16][CH2:17][CH2:18][O:19][CH:20]3[CH2:22][CH2:21]3)=[CH:12][CH:11]=2)[CH:3]=1.[Li][CH2:24]CCC.C[Si](C)(C)[O:30][C@@H:31]1[C@@H:36]([O:37][Si](C)(C)C)[C@H:35]([O:42][Si](C)(C)C)[C@@H:34]([CH2:47][O:48][Si](C)(C)C)[O:33][C:32]1=[O:53].CS(O)(=O)=O>C1(C)C=CC=CC=1.C1COCC1.C1(C)C=CC=CC=1.CO>[Cl:8][C:5]1[CH:6]=[CH:7][C:2]([C:32]2([O:53][CH3:24])[C@H:31]([OH:30])[C@@H:36]([OH:37])[C@H:35]([OH:42])[C@@H:34]([CH2:47][OH:48])[O:33]2)=[CH:3][C:4]=1[CH2:9][C:10]1[CH:15]=[CH:14][C:13]([CH2:16][CH2:17][CH2:18][O:19][CH:20]2[CH2:22][CH2:21]2)=[CH:12][CH:11]=1 |f:4.5|. Procedure details: To a solution of 4-bromo-1-chloro-2-(4-(3-cyclopropoxypropyl)benzyl)benzene (0.64 g, 1.69 mmol) in anhydrous toluene/THF (6 mL, v/v=2:1) was added dropwise n-BuLi (2.5 M in hexane, 0.81 mL) at −65° C., and the mixture was stirred for 30 min at −65 ° C. Then a −65° C. solution of (3R,4S,5R,6R)-3,4,5-tris(trimethylsilyloxy)-6-((trimethylsilyloxy)methyl)tetrahydro-2H-pyran-2-one (0.86 g, 1.85 mmol) in toluene (6 mL) was added dropwise over 15 min. The mixture was stirred at −65° C. for 3.5 h until ... Reactants: C(C)C=1CC2CC(C2C1)(C[N+](=O)[O-])CC(=O)OC(C)(C)C (tert-butyl [3-ethyl-6-(nitromethyl)bicyclo[3.2.0]hept-3-en-6-yl]acetate), [H][H] (hydrogen). Reagents/catalysts: [Ni] (Raney nickel). Run in C(C)O (ethanol). Product: NCC1(C2C=C(CC2C1)CC)CC(=O)OC(C)(C)C (Tert-butyl [6-aminomethyl-3-ethylbicyclo[3.2.0]hept-3-en-6-yl]acetate). Yield: 92.0%. Reaction SMILES: [CH2:1]([C:3]1[CH2:4][CH:5]2[CH:8]([CH:9]=1)[C:7]([CH2:14][C:15]([O:17][C:18]([CH3:21])([CH3:20])[CH3:19])=[O:16])([CH2:10][N+:11]([O-])=O)[CH2:6]2)[CH3:2].[H][H]>[Ni].C(O)C>[NH2:11][CH2:10][C:7]1([CH2:14][C:15]([O:17][C:18]([CH3:19])([CH3:21])[CH3:20])=[O:16])[CH2:6][CH:5]2[CH:8]1[CH:9]=[C:3]([CH2:1][CH3:2])[CH2:4]2. Procedure: Raney nickel (96 mg, 0.16 w/w) and ethanol (200 μL) were added to tert-butyl [3-ethyl-6-(nitromethyl)bicyclo[3.2.0]hept-3-en-6-yl]acetate (59 mg, 85:15 diastereomeric mixture), and the mixture was stirred at room temperature for 12 hours under the hydrogen atmosphere. The Raney nickel was filtered off. Then, the solvent was distilled off to obtain the compound of interest as a brown oil substance (49 mg, yield: 92%, 85:15 diastereomeric mixture).